This data is from the Open Reaction Database (ORD), a public repository of structured organic reaction records. The task is: describe an organic reaction: reactants, conditions, products, and yield Reactants: COC(=O)C1CN(S(=O)(=O)c2ccccc2Cl)C(=O)N1c1ccccc1Cl, [Na+], [OH-]. The product is O=C(O)C1CN(S(=O)(=O)c2ccccc2Cl)C(=O)N1c1ccccc1Cl. Reaction SMILES: [CH3:1][O:2][C:3](=[O:4])[CH:5]1[N:6]([c:21]2[c:22]([Cl:27])[cH:23][cH:24][cH:25][cH:26]2)[C:7](=[O:20])[N:8]([S:10](=[O:11])(=[O:12])[c:13]2[c:14]([Cl:19])[cH:15][cH:16][cH:17][cH:18]2)[CH2:9]1.[Na+:29].[OH-:28]>>[O:2]=[C:3]([OH:4])[CH:5]1[N:6]([c:21]2[c:22]([Cl:27])[cH:23][cH:24][cH:25][cH:26]2)[C:7](=[O:20])[N:8]([S:10](=[O:11])(=[O:12])[c:13]2[c:14]([Cl:19])[cH:15][cH:16][cH:17][cH:18]2)[CH2:9]1. Starting materials: CCO, [Cl-], Cl, CNc1cc(CC2(C)CC3C(=C(C)C(C)=C([N+](=O)[O-])C3C)O2)ccc1-c1ccn[nH]1, [Na+], [OH-], O, O, O. The product is CNc1cc(CC2(C)CC3C(=C(C)C(C)=C(N)C3C)O2)ccc1-c1ccn[nH]1. RXN SMILES: [CH3:38][CH2:39][OH:40].[Cl-:33].[ClH:34].[N+:1]([O-:2])(=[O:3])[C:4]1=[C:5]([CH3:30])[C:6]([CH3:29])=[C:7]2[CH:8]([CH2:9][C:10]([CH3:12])([CH2:13][c:14]3[cH:15][c:16]([NH:25][CH3:26])[c:17](-[c:20]4[cH:21][cH:22][n:23][nH:24]4)[cH:18][cH:19]3)[O:11]2)[CH:27]1[CH3:28].[Na+:36].[OH-:35].[OH2:31].[OH2:32].[OH2:37]>>[NH2:1][C:4]1=[C:5]([CH3:30])[C:6]([CH3:29])=[C:7]2[CH:8]([CH2:9][C:10]([CH3:12])([CH2:13][c:14]3[cH:15][c:16]([NH:25][CH3:26])[c:17](-[c:20]4[cH:21][cH:22][n:23][nH:24]4)[cH:18][cH:19]3)[O:11]2)[CH:27]1[CH3:28]. Reactants: FC1(C(=O)OC(C1(F)F)(F)F)F (perfluoro- γ-butyrolactone), S(O)(O)(=O)=O (sulfuric acid), IC(C(C(C(I)(F)F)(F)F)(F)F)(F)F (1,4-diiodoperfluorobutane). Run at temperature 85 celsius, time 6 hour. The product is 200g, FC(C(=O)F)(C(C(=O)F)(F)F)F (perfluorosuccinic difluoride). Isolated yield 11.0%. RXN SMILES: S(=O)(=O)(O)O.IC(F)(F)C(F)(F)C(F)(F)C(F)([F:12])I.[F:20][C:21]1([F:31])[C:26]([F:28])([F:27])[C:25]([F:30])(F)[O:24][C:22]1=[O:23]>>[F:27][C:26]([F:28])([C:21]([F:31])([F:20])[C:22]([F:12])=[O:23])[C:25]([F:30])=[O:24]. Reported procedure: Into a four necked flask equipped with a thermometer, a reflux condenser, a dropping funnel and a magnetic stirrer, 4950 g (18.5 moles as SO3) of fuming sulfuric acid containing 30% of SO3 were charged. The flask was heated to 85° C. and then, 990 g (2.2 moles) of 1,4-diiodoperfluorobutane having the forumla I (CF2)4I were added dropwise to the flask. The reaction was conducted for 6 hours while maintaining the temperature in the reactor at 85° to 95° C. The reaction mixture discharged from the ... Starting materials: BrC=1C=CC2=C(C(OC(N2)C)(C)C)C1 (6-bromo-2,4,4-trimethyl-1,4-dihydro-2H-3,1-benzoxazine), BrC1=C(C=C(S1)C#N)C (5-bromo-4-methyl-2-thiophenecarbonitrile). The product is CC=1C=C(SC1C=1C=CC2=C(C(OC(N2)C)(C)C)C1)C#N (4Methyl-5-(2,4,4-trimethyl-1,4-dihydro-2H-3,1-benzoxazin-6-yl)thiophene-2-carbonitrile). As a reaction SMILES: Br[C:2]1[CH:3]=[CH:4][C:5]2[NH:10][CH:9]([CH3:11])[O:8][C:7]([CH3:13])([CH3:12])[C:6]=2[CH:14]=1.Br[C:16]1[S:20][C:19]([C:21]#[N:22])=[CH:18][C:17]=1[CH3:23]>>[CH3:23][C:17]1[CH:18]=[C:19]([C:21]#[N:22])[S:20][C:16]=1[C:2]1[CH:3]=[CH:4][C:5]2[NH:10][CH:9]([CH3:11])[O:8][C:7]([CH3:13])([CH3:12])[C:6]=2[CH:14]=1. Reported procedure: Prepared according to the procedure for Example 13 from 6-bromo-2,4,4-trimethyl-1,4-dihydro-2H-3,1-benzoxazine and 5-bromo-4-methyl-2-thiophenecarbonitrile. A yellowish solid: mp 145-146° C.; 1H-NMR (DMSO-d6) δ 7.79 (s, 1H), 7.18 (d, 1H, J=2.0 Hz), 7.13 (dd, 1H, J=8.4, 2.0 Hz), 6.68 (s, 1H), 6.54 (d, 1H, J=8.3 Hz), 4.83 (m, 1H), 2.26 (s, 3H), 1.49 (s, 3H), 1.46 (s, 3H), 1.28 (d, 3H, J=5.5 Hz); MS (ESI) m/z 299 [M+H]+. The reactants are [Br-], CC#N, CC(C)(C)[Si](C)(C)Oc1cccc2[nH]ccc12, CN(C)C=O, [H-], [Na+], O. Yields the product CC(C)(C)[Si](C)(C)Oc1cccc2c1ccn2CC#N. As a reaction SMILES: [Br-:20].[C:21]([CH3:22])#[N:23].[C:3]([CH3:4])([CH3:5])([CH3:6])[Si:7]([O:8][c:9]1[c:10]2[cH:11][cH:12][nH:13][c:14]2[cH:15][cH:16][cH:17]1)([CH3:18])[CH3:19].[CH3:24][N:25]([CH3:26])[CH:27]=[O:28].[H-:1].[Na+:2].[OH2:29]>>[C:3]([CH3:4])([CH3:5])([CH3:6])[Si:7]([O:8][c:9]1[c:10]2[cH:11][cH:12][n:13]([CH2:22][C:21]#[N:23])[c:14]2[cH:15][cH:16][cH:17]1)([CH3:18])[CH3:19]. Reactants: O (Water), ClCN1C=C(C2=CC=CC=C12)C=O (1-(chloromethyl)-3-formyl-1H-indole), FC(CCC(C#N)C#N)(F)F ((3,3,3-trifluoropropyl) malononitrile), C([O-])([O-])=O.[K+].[K+] (potassium carbonate). Solvent: CN(C=O)C (N,N-dimethylformamide). The product is C(=O)C1=CN(C2=CC=CC=C12)CC(C#N)(C#N)CCC(F)(F)F ([{3-formyl-1H-indole-1-yl}methyl](3,3,3-trifluoropropyl)malononitrile). Yield: 53.8%. Reaction SMILES: Cl[CH2:2][N:3]1[C:11]2[C:6](=[CH:7][CH:8]=[CH:9][CH:10]=2)[C:5]([CH:12]=[O:13])=[CH:4]1.[F:14][C:15]([F:24])([F:23])[CH2:16][CH2:17][CH:18]([C:21]#[N:22])[C:19]#[N:20].C(=O)([O-])[O-].[K+].[K+].O>CN(C)C=O>[CH:12]([C:5]1[C:6]2[C:11](=[CH:10][CH:9]=[CH:8][CH:7]=2)[N:3]([CH2:2][C:18]([CH2:17][CH2:16][C:15]([F:14])([F:23])[F:24])([C:19]#[N:20])[C:21]#[N:22])[CH:4]=1)=[O:13] |f:2.3.4|. Procedure details: 3.02 g of 1-(chloromethyl)-3-formyl-1H-indole and 2.53 g of (3,3,3-trifluoropropyl) malononitrile were dissolved in 45 ml of N,N-dimethylformamide. 4.35 g of potassium carbonate was added to the solution under ice cooling with stirring, followed by stirring at room temperature for 3 hours. Water was added to the reaction mixture, and then extracted with MTBE. The organic layer was washed with water, dried over anhydrous magnesium sulfate, filtered, and concentrated under reduced pressure. The re... The reactants are O.O.[Sn](Cl)Cl (Tin(II) chloride dihydrate), FC1=C(C=C(C=C1F)[N+](=O)[O-])[C@@]12N=C(SC[C@@H]1[C@H](OC2)CF)NC(OC(C)(C)C)=O (tert-butyl ((4aS,5S,7aS)-7a-(2,3-difluoro-5-nitrophenyl)-5-(fluoromethyl)-4a,5,7,7a-tetrahydro-4H-furo[3,4-d][1,3]thiazin-2-yl)carbamate), resultant mixture, [OH-].[Na+] (sodium hydroxide). Solvent: C(C)O (ethanol). Run at time 16 hour. Yields the product NC=1C=C(C(=C(C1)[C@@]12N=C(SC[C@@H]1[C@H](OC2)CF)NC(OC(C)(C)C)=O)F)F (tert-butyl ((4aS,5S,7aS)-7a-(5-amino-2,3-difluorophenyl)-5-(fluoromethyl)-4a,5,7,7a-tetrahydro-4H-furo[3,4-d][1,3]thiazin-2-yl)carbamate). As a reaction SMILES: O.O.[Sn](Cl)Cl.[F:6][C:7]1[C:12]([F:13])=[CH:11][C:10]([N+:14]([O-])=O)=[CH:9][C:8]=1[C@:17]12[CH2:25][O:24][C@H:23]([CH2:26][F:27])[C@H:22]1[CH2:21][S:20][C:19]([NH:28][C:29](=[O:35])[O:30][C:31]([CH3:34])([CH3:33])[CH3:32])=[N:18]2.[OH-].[Na+]>C(O)C>[NH2:14][C:10]1[CH:11]=[C:12]([F:13])[C:7]([F:6])=[C:8]([C@:17]23[CH2:25][O:24][C@H:23]([CH2:26][F:27])[C@H:22]2[CH2:21][S:20][C:19]([NH:28][C:29](=[O:35])[O:30][C:31]([CH3:33])([CH3:34])[CH3:32])=[N:18]3)[CH:9]=1 |f:0.1.2,4.5|. Procedure details: Tin(II) chloride dihydrate (2.06 g) was added to a suspension of tert-butyl ((4aS,5S,7aS)-7a-(2,3-difluoro-5-nitrophenyl)-5-(fluoromethyl)-4a,5,7,7a-tetrahydro-4H-furo[3,4-d][1,3]thiazin-2-yl)carbamate, obtained in Preparation Example 2-(29), (1.17 g) in ethanol (20 ml) at RT. The mixture was stirred for 16 h at the same temperature (the solid gradually dissolved and the reaction color became yellow). The resultant mixture was poured into 2N sodium hydroxide solution and the organic was extracte... As a reaction SMILES: [Br:1][CH2:2][c:3]1[o:4][c:5](-[c:14]2[cH:15][cH:16][cH:17][cH:18][cH:19]2)[c:6](-[c:8]2[cH:9][cH:10][cH:11][cH:12][cH:13]2)[n:7]1.[C:29](=[O:30])([O-:31])[O-:32].[CH3:35][N:36]([CH3:37])[CH:38]=[O:39].[K+:33].[K+:34].[OH2:40].[OH:20][c:21]1[cH:22][c:23]([CH:24]=[O:25])[cH:26][cH:27][cH:28]1>>[CH2:2]([c:3]1[o:4][c:5](-[c:14]2[cH:15][cH:16][cH:17][cH:18][cH:19]2)[c:6](-[c:8]2[cH:9][cH:10][cH:11][cH:12][cH:13]2)[n:7]1)[O:20][c:21]1[cH:22][c:23]([CH:24]=[O:25])[cH:26][cH:27][cH:28]1. Reactants: BrCc1nc(-c2ccccc2)c(-c2ccccc2)o1, O=C([O-])[O-], CN(C)C=O, [K+], [K+], O, O=Cc1cccc(O)c1. Yields the product O=Cc1cccc(OCc2nc(-c3ccccc3)c(-c3ccccc3)o2)c1. Starting materials: COC1=NC=CC=C1CN1C(CCCC1)CC(=O)OCC (ethyl 2-[1-[(2-methoxy-3-pyridyl)methyl]-2-piperidyl]acetate), [OH-].[Na+] (sodium hydroxide), Cl (hydrochloric acid). Solvent: CO (methanol). Yields the product COC1=NC=CC=C1CN1C(CCCC1)CC(=O)O (2-[1-[(2-Methoxy-3-pyridyl)methyl]-2-piperidyl]acetic acid). The yield is 114.6%. Reaction SMILES: [CH3:1][O:2][C:3]1[C:8]([CH2:9][N:10]2[CH2:15][CH2:14][CH2:13][CH2:12][CH:11]2[CH2:16][C:17]([O:19]CC)=[O:18])=[CH:7][CH:6]=[CH:5][N:4]=1.[OH-].[Na+].Cl>CO>[CH3:1][O:2][C:3]1[C:8]([CH2:9][N:10]2[CH2:15][CH2:14][CH2:13][CH2:12][CH:11]2[CH2:16][C:17]([OH:19])=[O:18])=[CH:7][CH:6]=[CH:5][N:4]=1 |f:1.2|. Procedure details: 2.8 g of ethyl 2-[1-[(2-methoxy-3-pyridyl)methyl]-2-piperidyl]acetate, 20 ml of a 2N aqueous sodium hydroxide and 20 ml of methanol were stirred at 70° C. for 1.5 hours. 8 ml of a 5N aqueous hydrochloric acid was added thereto, and the solvent was evaporated. Ethanol was added to the residue and sodium chloride was filtered off. Ethanol was evaporated, to give 2.9 g of a colorless oil.